Task: describe an organic reaction: reactants, conditions, products, and yield. Dataset: the Open Reaction Database (ORD), a public repository of structured organic reaction records Starting materials: C1=CC=CC=2C3=CC=CC=C3C(C12)COC(=O)N1C(CN(CC1)C(=O)OC(C)(C)C)CC(=O)O (2-(1-(((9H-fluoren-9-yl)methoxy)carbonyl)-4-(tert-butoxycarbonyl)piperazin-2-yl)acetic acid), C(C(=O)Cl)(=O)Cl (oxalyl chloride), C(C)(C)N(CC)C(C)C (diisopropylethylamine), BrC1=C(N)C=CC=C1C (2-bromo-3-methyl aniline), N1CCNCC1 (piperazine). Reagents/catalysts: CN(C=O)C (N,N-dimethylformamide). Solvent: ClCCl (dichloromethane), O1CCCC1 (tetrahydrofuran). Reaction conditions: time 1 hour. Product: BrC1=C(C=CC=C1C)NC(CC1CN(CCN1)C(=O)OC(C)(C)C)=O (tert-butyl 3-(2-(2-bromo-3-methylphenylamino)-2-oxoethyl)piperazine-1-carboxylate). RXN SMILES: C1C2C(COC([N:18]3[CH2:23][CH2:22][N:21]([C:24]([O:26][C:27]([CH3:30])([CH3:29])[CH3:28])=[O:25])[CH2:20][CH:19]3[CH2:31][C:32]([OH:34])=O)=O)C3C(=CC=CC=3)C=2C=CC=1.C(Cl)(=O)C(Cl)=O.[Br:41][C:42]1[C:48]([CH3:49])=[CH:47][CH:46]=[CH:45][C:43]=1[NH2:44].C(N(C(C)C)CC)(C)C.N1CCNCC1>ClCCl.CN(C)C=O.O1CCCC1>[Br:41][C:42]1[C:48]([CH3:49])=[CH:47][CH:46]=[CH:45][C:43]=1[NH:44][C:32](=[O:34])[CH2:31][CH:19]1[NH:18][CH2:23][CH2:22][N:21]([C:24]([O:26][C:27]([CH3:28])([CH3:29])[CH3:30])=[O:25])[CH2:20]1. Reported procedure: To a solution of 2-(1-(((9H-fluoren-9-yl)methoxy)carbonyl)-4-(tert-butoxycarbonyl)piperazin-2-yl)acetic acid (3.00 g, 6.43 mmol) in dichloromethane (50 mL) with N,N-dimethylformamide (2 drops) was added oxalyl chloride (1.13 mL, 12.9 mmol) drop wise. The reaction mixture was stirred at room temperature for 1 hour, and then it was concentrated. The concentrate is taken up in tetrahydrofuran (50 mL) and 2-bromo-3-methyl aniline (1.33 g, 7.07 mmol) was added in tetrahydrofuran (5 mL) and diisopropy... Starting materials: C1(O)=CC=C(O)C=C1 (Hydroquinone), [OH-].[K+] (KOH), BrCC(CCCC)CC (1-bromo-2-ethylhexane), BrCC(CCCC)CC (1-bromo-2-ethylhexane), [OH-].[K+] (KOH), C(C)C(CO)CCCC (2-ethylhexan-1-ol). Solvent: IMS, O (water), IMS. Reaction conditions: time 16 hour. Yields the product C(C)C(COC1=CC=C(C=C1)OCC(CCCC)CC)CCCC (1,4-bis(2-ethylhexyloxy)benzene). Yield: 42.0%. As a reaction SMILES: [C:1]1([CH:8]=[CH:7][C:5]([OH:6])=[CH:4][CH:3]=1)[OH:2].Br[CH2:10][CH:11]([CH2:16][CH3:17])[CH2:12][CH2:13][CH2:14][CH3:15].[OH-].[K+].[CH2:20]([CH:22]([CH2:25][CH2:26][CH2:27][CH3:28])[CH2:23]O)[CH3:21]>O>[CH2:16]([CH:11]([CH2:12][CH2:13][CH2:14][CH3:15])[CH2:10][O:2][C:1]1[CH:8]=[CH:7][C:5]([O:6][CH2:23][CH:22]([CH2:20][CH3:21])[CH2:25][CH2:26][CH2:27][CH3:28])=[CH:4][CH:3]=1)[CH3:17] |f:2.3|. Procedure details: Hydroquinone (37.9 g, 0.344 mol) is suspended in IMS (310 ml) and 1-bromo-2-ethylhexane (132.7 g, 0.687 mol) is added. A solution of KOH (49.9 g, 0.89 mol) in IMS (250 ml) is added slowly over 1 minute. The mixture is heated at reflux whilst monitoring reaction progress by HPLC. After 16 hours, further 1-bromo-2-ethylhexane (53.1 g, 0.27 mol) and solid KOH (20.0 g, 0.36 mol) are added then heated for 2 hours at reflux. The reaction mixture is allowed to cool, is poured into water (1.5 L) and ext... The reactants are BrC1=CC=C(C=C1)F (4-bromo-1-fluorobenzene), CN1C2CC(CC1CC2)=O (8-methyl-8-azabicyclo[3,2,1]octan-3-one), [Li]CCCC (BuLi), Cl (hydrochloric acid). Run in CCOCC (ether), CCOCC (ether), CCCCCC (hexane), CCOCC (ether). Conditions: temperature -45 celsius, time 1 hour. Yields the product FC1=CC=C(C=C1)C1(CC2CCC(C1)N2C)O (3-(4-fluorophenyl)-3-hydroxy-8-methyl-8-azabicyclo[3,2,1]octane). Isolated yield 66.8%. RXN SMILES: [Li]CCCC.Br[C:7]1[CH:12]=[CH:11][C:10]([F:13])=[CH:9][CH:8]=1.[CH3:14][N:15]1[CH:20]2[CH2:21][CH2:22][CH:16]1[CH2:17][C:18](=[O:23])[CH2:19]2.Cl>CCCCCC.CCOCC>[F:13][C:10]1[CH:11]=[CH:12][C:7]([C:18]2([OH:23])[CH2:19][CH:20]3[N:15]([CH3:14])[CH:16]([CH2:22][CH2:21]3)[CH2:17]2)=[CH:8][CH:9]=1. Procedure details: A mixture of dry ether (600 ml) and 15% BuLi in hexane (500 ml) was cooled to -45° C. A solution of 4-bromo-1-fluorobenzene (145 g) in dry ether (350 ml) was added dropwise at -45° C. followed by stirring for 1 h. A solution of 8-methyl-8-azabicyclo[3,2,1]octan-3-one (85 g) in dry ether (400 ml) was added dropwise at -50° C. followed by stirring for 30 min, the temperature raising to -20° C. The reaction mixture was poured into 2 M hydrochloric acid and the phases separated. The ether phase was ... Starting materials: COC=1C=C(C=CC1OC)C1CC(CCC1[N+](=O)[O-])=O ((3RS,4SR)-3-(3,4-dimethoxyphenyl)-4-nitrocyclohexanone), COC=1C=C(C=CC1OC)C1CC(CCC1[N+](=O)[O-])=O ((3RS,4SR)-3-(3,4-dimethoxyphenyl)-4-nitrocyclohexanone), OO (hydrogen peroxide), solution, C(C)(CC)[BH-](C(C)CC)C(C)CC.[K+] (potassium tri-sec-butylborohydride), P(=O)([O-])([O-])[O-] (phosphate). Solvent: O1CCCC1 (tetrahydrofurane), O1CCCC1 (tetrahydrofurane), C(C)(=O)OCC (ethyl acetate). Conditions: temperature 78 celsius, time 1 hour. Product: COC=1C=C(C=CC1OC)C1CC(CCC1[N+](=O)[O-])O ((1RS,3RS,4SR)-3-(3,4-Dimethoxyphenyl)-4-nitrocyclohexanol). RXN SMILES: [CH3:1][O:2][C:3]1[CH:4]=[C:5]([CH:11]2[CH:16]([N+:17]([O-:19])=[O:18])[CH2:15][CH2:14][C:13](=[O:20])[CH2:12]2)[CH:6]=[CH:7][C:8]=1[O:9][CH3:10].C([BH-](C(CC)C)C(CC)C)(CC)C.[K+].OO.P([O-])([O-])([O-])=O>O1CCCC1.C(OCC)(=O)C>[CH3:1][O:2][C:3]1[CH:4]=[C:5]([CH:11]2[CH:16]([N+:17]([O-:19])=[O:18])[CH2:15][CH2:14][CH:13]([OH:20])[CH2:12]2)[CH:6]=[CH:7][C:8]=1[O:9][CH3:10] |f:1.2|. Procedure details: Under nitrogen atmosphere 16.76 g of (3RS,4SR)-3-(3,4-dimethoxyphenyl)-4-nitrocyclohexanone (compound F2) are dissolved in 300 ml of tetrahydrofurane, the solution is cooled to 78° C., and 75 ml of 1 M solution of potassium tri-sec-butylborohydride in tetrahydrofurane is added dropwise. After stirring for further 1 h, a mixture consisting of 30% hydrogen peroxide solution and phosphate buffer solution is added. Stirring is continued for further 10 min, the reaction mixture is diluted with 400 ml... The reactants are BrC1=C(C=CC=C1)CC(=O)C1CCN(CC1)CC1=NC=CN=C1OC(C)(C)C (2-(2-bromophenyl)-1-[1-(3-tert-butoxy-2-pyrazinylmethyl)piperidin-4-yl]ethanone), CN(C=O)C (N,N-dimethylformamide), [OH-].[Na+] (sodium hydroxide), C(C)(=O)OCC (ethyl acetate). The reagents and catalysts are [C-]#N.[Zn+2].[C-]#N (zinc cyanide), [Pd].C1(=CC=CC=C1)P(C1=CC=CC=C1)C1=CC=CC=C1.C1(=CC=CC=C1)P(C1=CC=CC=C1)C1=CC=CC=C1.C1(=CC=CC=C1)P(C1=CC=CC=C1)C1=CC=CC=C1.C1(=CC=CC=C1)P(C1=CC=CC=C1)C1=CC=CC=C1 (tetrakis(triphenylphosphine) palladium(0)). Reaction conditions: temperature 100 celsius, time 8 hour. Yields the product C(C)(C)(C)OC=1C(=NC=CN1)CN1CCC(CC1)C(CC1=C(C=CC=C1)C#N)=O (1-[1-(3-tert-Butoxy-2-pyrazinylmethyl)piperidin-4-yl]-2-(2-cyanophenyl)ethanone). Yield: 34.0%. As a reaction SMILES: Br[C:2]1[CH:7]=[CH:6][CH:5]=[CH:4][C:3]=1[CH2:8][C:9]([CH:11]1[CH2:16][CH2:15][N:14]([CH2:17][C:18]2[C:23]([O:24][C:25]([CH3:28])([CH3:27])[CH3:26])=[N:22][CH:21]=[CH:20][N:19]=2)[CH2:13][CH2:12]1)=[O:10].[OH-].[Na+].C(OCC)(=O)C.[CH3:37][N:38](C)C=O>[C-]#N.[Zn+2].[C-]#N.[Pd].C1(P(C2C=CC=CC=2)C2C=CC=CC=2)C=CC=CC=1.C1(P(C2C=CC=CC=2)C2C=CC=CC=2)C=CC=CC=1.C1(P(C2C=CC=CC=2)C2C=CC=CC=2)C=CC=CC=1.C1(P(C2C=CC=CC=2)C2C=CC=CC=2)C=CC=CC=1>[C:25]([O:24][C:23]1[C:18]([CH2:17][N:14]2[CH2:15][CH2:16][CH:11]([C:9](=[O:10])[CH2:8][C:3]3[CH:4]=[CH:5][CH:6]=[CH:7][C:2]=3[C:37]#[N:38])[CH2:12][CH2:13]2)=[N:19][CH:20]=[CH:21][N:22]=1)([CH3:28])([CH3:27])[CH3:26] |f:1.2,5.6.7,8.9.10.11.12|. Reported procedure: After dissolving 298 mg of 2-(2-bromophenyl)-1-[1-(3-tert-butoxy-2-pyrazinylmethyl)piperidin-4-yl]ethanone in 2 ml of N,N-dimethylformamide, 235 mg of zinc cyanide and 77 mg of tetrakis(triphenylphosphine) palladium(0) were added and the mixture was stirred overnight at 100° C. A 1N sodium hydroxide solution was added to the reaction mixture and extraction was performed with ethyl acetate. The organic layer was washed with saturated brine and dried over anhydrous magnesium sulfate, and then the ... The reactants are CCO, O=Cc1cccc(C(=O)OCc2ccccc2)c1, COC(=O)c1ccc(N)cc1. Product: COC(=O)c1ccc(N=Cc2cccc(C(=O)OCc3ccccc3)c2)cc1. As a reaction SMILES: [CH3:30][CH2:31][OH:32].[CH:12](=[O:13])[c:14]1[cH:15][c:16]([C:17](=[O:18])[O:19][CH2:20][c:21]2[cH:22][cH:23][cH:24][cH:25][cH:26]2)[cH:27][cH:28][cH:29]1.[NH2:1][c:2]1[cH:3][cH:4][c:5]([C:6](=[O:7])[O:8][CH3:9])[cH:10][cH:11]1>>[N:1]([c:2]1[cH:3][cH:4][c:5]([C:6](=[O:7])[O:8][CH3:9])[cH:10][cH:11]1)=[CH:12][c:14]1[cH:15][c:16]([C:17](=[O:18])[O:19][CH2:20][c:21]2[cH:22][cH:23][cH:24][cH:25][cH:26]2)[cH:27][cH:28][cH:29]1. The reactants are C1(=CC=CC=C1)C1CC(C2=CC=CC=C12)=O (3-phenyl-1-indanone), [Cl-].O[NH3+] (hydroxylammonium chloride). Run in N1=CC=CC=C1 (pyridine). The product is C1(=CC=CC=C1)C1CC(C2=CC=CC=C12)=NO (3-phenyl-1-indanone oxime). Isolated yield 62.7%. Reaction SMILES: [C:1]1([CH:7]2[C:15]3[C:10](=[CH:11][CH:12]=[CH:13][CH:14]=3)[C:9](=O)[CH2:8]2)[CH:6]=[CH:5][CH:4]=[CH:3][CH:2]=1.[Cl-].[OH:18][NH3+:19]>N1C=CC=CC=1>[C:1]1([CH:7]2[C:15]3[C:10](=[CH:11][CH:12]=[CH:13][CH:14]=3)[C:9](=[N:19][OH:18])[CH2:8]2)[CH:6]=[CH:5][CH:4]=[CH:3][CH:2]=1 |f:1.2|. Procedure details: A mixture of 3-phenyl-1-indanone (4.2 g, 20 mmol, J. Chem. Soc. 1949, 2957), hydroxylammonium chloride (2.8 g, 40 mmol) and pyridine (30 ml) was heated at reflux overnight. The reaction mixture was allowed to cool and the solvent was evaporated in vacuo. The residue was dissolved in ethyl acetate and washed with excess 10% citric acid solution. The organic phase was dried (MgSO4) and the solvent evaporated in vacuo to give a solid which was triturated with a mixture of cyclohexane and ethyl acet...